From a dataset of the Open Reaction Database (ORD), a public repository of structured organic reaction records. describe an organic reaction: reactants, conditions, products, and yield Product: C(C)OC(=O)C=1C=NC(=CC1NCC1CC1)Cl (6-chloro-4-[(cyclopropylmethyl)amino]pyridine-3-carboxylic acid ethyl ester), powder. Yield: 77.0%. Procedure: From 4,6-dichloropyridine-3-carboxylic acid ethyl ester synthesized according to the method described in US2006/0217417 and cyclopropylmethylamine in a manner similar to Example 339, the title compound was obtained as a slight yellow crystalline powder (yield 77%). As a reaction SMILES: [CH2:1]([O:3][C:4]([C:6]1[CH:7]=[N:8][C:9]([Cl:13])=[CH:10][C:11]=1Cl)=[O:5])[CH3:2].[CH:14]1([CH2:17][NH2:18])[CH2:16][CH2:15]1>>[CH2:1]([O:3][C:4]([C:6]1[CH:7]=[N:8][C:9]([Cl:13])=[CH:10][C:11]=1[NH:18][CH2:17][CH:14]1[CH2:16][CH2:15]1)=[O:5])[CH3:2]. Reactants: C(C)OC(=O)C=1C=NC(=CC1Cl)Cl (4,6-dichloropyridine-3-carboxylic acid ethyl ester), C1(CC1)CN (cyclopropylmethylamine). Reactants: CS(=O)(=O)c1cccc(N)c1, [Cl-], Cl, Cl, O=N[O-], NN, [Na+], [Na+], [OH-], O. The product is CS(=O)(=O)c1cccc(NN)c1. RXN SMILES: [CH3:1][S:2](=[O:3])(=[O:4])[c:5]1[cH:6][c:7]([NH2:11])[cH:8][cH:9][cH:10]1.[Cl-:16].[ClH:17].[ClH:22].[N:12]([O-:13])=[O:14].[NH2:18][NH2:19].[Na+:15].[Na+:21].[OH-:20].[OH2:23]>>[CH3:1][S:2](=[O:3])(=[O:4])[c:5]1[cH:6][c:7]([NH:11][NH2:12])[cH:8][cH:9][cH:10]1. Starting materials: C(=O)(OCC1C2=CC=CC=C2C2=CC=CC=C12)NCC(=O)O (Fmoc-Glycine), C(C)(C)N(C(C)C)CC (N,N-diisopropylethylamine), N,N′,N′-Tetramethyl-O-(benzotriazol-1-yl)uronium tetrafluoroborate, NCC(=O)NC1=CC=C(CNC(OC(C)(C)C)=O)C=C1 (tert-butyl [4-(glycylamino)benzyl]carbamate), ice water. The solvent is CN(C)C=O (DMF), CN(C)C=O (DMF). Reaction conditions: temperature 0 celsius, time 30 minute. Yields the product C(C)(C)(C)OC(=O)NCC1=CC=C(C=C1)NC(CNC(OCC1C2=CC=CC=C2C=2C=CC=CC12)=O)=O (9H-fluoren-9-ylmethyl {2-[(4-{[(tert-butoxycarbonyl)amino]methyl}phenyl)amino]-2-oxoethyl}carbamate). Reaction SMILES: [C:1](NCC(O)=O)([O:3][CH2:4][CH:5]1[C:17]2[C:12](=[CH:13][CH:14]=[CH:15][CH:16]=2)[C:11]2[C:6]1=[CH:7][CH:8]=[CH:9][CH:10]=2)=[O:2].C(N(CC)C(C)C)(C)C.[NH2:32][CH2:33][C:34]([NH:36][C:37]1[CH:51]=[CH:50][C:40]([CH2:41][NH:42][C:43](=[O:49])[O:44][C:45]([CH3:48])([CH3:47])[CH3:46])=[CH:39][CH:38]=1)=[O:35]>CN(C=O)C>[C:45]([O:44][C:43]([NH:42][CH2:41][C:40]1[CH:39]=[CH:38][C:37]([NH:36][C:34](=[O:35])[CH2:33][NH:32][C:1](=[O:2])[O:3][CH2:4][CH:5]2[C:17]3[CH:16]=[CH:15][CH:14]=[CH:13][C:12]=3[C:11]3[C:6]2=[CH:7][CH:8]=[CH:9][CH:10]=3)=[CH:51][CH:50]=1)=[O:49])([CH3:46])([CH3:47])[CH3:48]. Procedure: To a solution of Fmoc-Glycine (16 g, 54 mmol, 1.0 eq.) in dry DMF (160 mL) at 0° C. was added N,N-diisopropylethylamine (14 g, 108 mmol, 2.0 eq) and N N,N′,N′-Tetramethyl-O-(benzotriazol-1-yl)uronium tetrafluoroborate (16 g, 54 mmol, 1.0 eq). The mixture was stirred at 0° C. for 30 min and a solution of tert-butyl [4-(glycylamino)benzyl]carbamate (12 g, 54 mmol, 1.0 eq.) in dry DMF (50 mL) was added. The mixture was stirred at room temperature overnight poured into ice water (400 mL) and extract... Starting materials: Br[Mg]c1ccccc1, C1CCC2OC2C1, C1CCOC1. Yields the product OC1CCCCC1c1ccccc1. RXN SMILES: [Br:1][Mg:2][c:3]1[cH:4][cH:5][cH:6][cH:7][cH:8]1.[CH:9]12[CH:10]([CH2:11][CH2:12][CH2:13][CH2:14]1)[O:15]2.[O:16]1[CH2:17][CH2:18][CH2:19][CH2:20]1>>[c:3]1([CH:9]2[CH:10]([OH:15])[CH2:11][CH2:12][CH2:13][CH2:14]2)[cH:4][cH:5][cH:6][cH:7][cH:8]1.